Dataset: the Open Reaction Database (ORD), a public repository of structured organic reaction records. Task: describe an organic reaction: reactants, conditions, products, and yield The reactants are CCOC(=O)c1cncc(Br)c1, COc1ccc(B(O)O)cc1, COCCOC, CN(C)C=O, [Na+], [Na+], O=C([O-])[O-], O, c1ccc(P(c2ccccc2)(c2ccccc2)[Pd](P(c2ccccc2)(c2ccccc2)c2ccccc2)(P(c2ccccc2)(c2ccccc2)c2ccccc2)P(c2ccccc2)(c2ccccc2)c2ccccc2)cc1. Product: CCOC(=O)c1cncc(-c2ccc(OC)cc2)c1. RXN SMILES: [Br:1][c:2]1[cH:3][n:4][cH:5][c:6]([C:7](=[O:8])[O:9][CH2:10][CH3:11])[cH:12]1.[CH3:13][O:14][c:15]1[cH:16][cH:17][c:18]([B:21]([OH:22])[OH:23])[cH:19][cH:20]1.[CH3:30][O:31][CH2:32][CH2:33][O:34][CH3:35].[CH3:37][N:38]([CH3:39])[CH:40]=[O:41].[Na+:24].[Na+:25].[O-:26][C:27](=[O:28])[O-:29].[OH2:36].[cH:42]1[cH:43][cH:44][c:45]([P:46]([Pd:47]([P:48]([c:49]2[cH:50][cH:51][cH:52][cH:53][cH:54]2)([c:55]2[cH:56][cH:57][cH:58][cH:59][cH:60]2)[c:61]2[cH:62][cH:63][cH:64][cH:65][cH:66]2)([P:67]([c:68]2[cH:69][cH:70][cH:71][cH:72][cH:73]2)([c:74]2[cH:75][cH:76][cH:77][cH:78][cH:79]2)[c:80]2[cH:81][cH:82][cH:83][cH:84][cH:85]2)[P:86]([c:87]2[cH:88][cH:89][cH:90][cH:91][cH:92]2)([c:93]2[cH:94][cH:95][cH:96][cH:97][cH:98]2)[c:99]2[cH:100][cH:101][cH:102][cH:103][cH:104]2)([c:105]2[cH:106][cH:107][cH:108][cH:109][cH:110]2)[c:111]2[cH:112][cH:113][cH:114][cH:115][cH:116]2)[cH:117][cH:118]1>>[c:2]1(-[c:18]2[cH:17][cH:16][c:15]([O:14][CH3:13])[cH:20][cH:19]2)[cH:3][n:4][cH:5][c:6]([C:7](=[O:8])[O:9][CH2:10][CH3:11])[cH:12]1.